Dataset: the Open Reaction Database (ORD), a public repository of structured organic reaction records. Task: describe an organic reaction: reactants, conditions, products, and yield Starting materials: CC1(C)CC(=CCN)CC(C)(C)C1, CC(C#N)=C1CC(C)(C)CC(C)(C)C1, Cl. Yields the product CC(CN)=C1CC(C)(C)CC(C)(C)C1, Cl. As a reaction SMILES: [CH3:16][C:17]1([CH3:18])[CH2:19][C:20]([CH3:21])([CH3:22])[CH2:23][C:24](=[CH:25][CH2:26][NH2:27])[CH2:28]1.[CH3:1][C:2]1([CH3:14])[CH2:3][C:4](=[C:10]([C:11]#[N:12])[CH3:13])[CH2:5][C:6]([CH3:8])([CH3:9])[CH2:7]1.[ClH:15]>>[CH3:1][C:2]1([CH3:14])[CH2:3][C:4](=[C:10]([CH2:11][NH2:12])[CH3:13])[CH2:5][C:6]([CH3:8])([CH3:9])[CH2:7]1.[ClH:15]. Reactants: C(CC)OC1=C(C(=O)NC2=C(C(=O)OC)C=CC=C2I)C=CC=C1 (Methyl 2-(2-n-Propoxybenzamido)-3-Iodobenzoate), C(=O)N (formamide), O (water). Yields the product C(CC)OC1=C(C=CC=C1)C1=NC2=C(C=CC=C2C(N1)=O)I (2-(2-n-Propoxyphenyl)-8-Iodoquinazolin-4(3H)-One). As a reaction SMILES: [CH2:1]([O:4][C:5]1[CH:24]=[CH:23][CH:22]=[CH:21][C:6]=1[C:7]([NH:9][C:10]1[C:19]([I:20])=[CH:18][CH:17]=[CH:16][C:11]=1[C:12](OC)=[O:13])=O)[CH2:2][CH3:3].O.C([NH2:28])=O>>[CH2:1]([O:4][C:5]1[CH:24]=[CH:23][CH:22]=[CH:21][C:6]=1[C:7]1[NH:28][C:12](=[O:13])[C:11]2[C:10](=[C:19]([I:20])[CH:18]=[CH:17][CH:16]=2)[N:9]=1)[CH2:2][CH3:3]. Procedure: 19.4 g (44.17 mmoles) of the compound from Example I is stirred for 10 hours at 180° C. in 216 ml of formamide. After cooling, 500 ml of water is added and extracted 4 times with 300-ml portions of CH2Cl2. The combined organic phases are dried over MgSO4, the solvent is evaporated under vacuum, and the residue is stirred in a mixture of 100 ml of diethyl ether and 50 ml of petroleum ether. The product (17.8 g) is filtered off by suction and recrystallized from 250 ml of absolute ethanol. Reactants: N1=NC=CC=C1 (pyridazine), COC1=CC=C(C(CBr)=O)C=C1 (4-methoxyphenacyl bromide), ClC1=CC=C(C(CCl)=O)C=C1 (4-chlorophenacyl chloride). Solvent: N1=CC=CC=C1 (pyridine). The product is [Cl-].ClC1=CC=C(C(C[N+]2=NC=CC=C2)=O)C=C1 (N-(4-chlorophenacyl) pyridazinium chloride). RXN SMILES: [N:1]1[CH:6]=[CH:5][CH:4]=[CH:3][N:2]=1.COC1C=CC(C(=O)CBr)=CC=1.[Cl:19][C:20]1[CH:29]=[CH:28][C:23]([C:24](=[O:27])[CH2:25]Cl)=[CH:22][CH:21]=1>N1C=CC=CC=1>[Cl-:19].[Cl:19][C:20]1[CH:29]=[CH:28][C:23]([C:24](=[O:27])[CH2:25][N+:1]2[CH:6]=[CH:5][CH:4]=[CH:3][N:2]=2)=[CH:22][CH:21]=1 |f:4.5|. Reported procedure: Employing the procedure of Example I but replacing pyridine with a substantially equimolecular amount of pyridazine and replacing 4-methoxyphenacyl bromide with a substantially equimolecular amount of 4-chlorophenacyl chloride there is obtained N-(4-chlorophenacyl) pyridazinium chloride, a solid soluble in water.